From a dataset of the Open Reaction Database (ORD), a public repository of structured organic reaction records. describe an organic reaction: reactants, conditions, products, and yield The reactants are ClCC(CNC1=CC=CC=C1)O (1-chloro-3-(phenylamino)propan-2-ol), [OH-].[K+] (KOH). The solvent is CCOC(=O)C (EtOAc), O1CCOCC1 (1,4-dioxane). Run at time 24 hour. Yields the product O1C(C1)CNC1=CC=CC=C1 (N-(oxiran-2-ylmethyl)aniline). The yield is 95.0%. RXN SMILES: Cl[CH2:2][CH:3]([OH:12])[CH2:4][NH:5][C:6]1[CH:11]=[CH:10][CH:9]=[CH:8][CH:7]=1.[OH-].[K+]>O1CCOCC1.CCOC(C)=O>[O:12]1[CH2:2][CH:3]1[CH2:4][NH:5][C:6]1[CH:11]=[CH:10][CH:9]=[CH:8][CH:7]=1 |f:1.2|. Reported procedure: To a solution of the product of Step 3 (185.7 mg, 1.0 mmol, 1 equiv) in 1,4-dioxane (3.3 mL) was added KOH powder (67.3 mg, 1.2 mmol, 1.2 equiv). The mixture was stirred at room temperature for 24 hours. The mixture was diluted with EtOAc and washed with 1M HCl and brine. The organic layer was dried with MgSO4 and concentrated to give crude product. It was further purified by silica gel chromatography using 20% EtOAc/Hex to afford 141.8 mg colorless oil as product, yield 95.0%. 1H NMR (CDCl3, 40... Starting materials: FC(CN=C(NC1=NC(=NC=C1)CSCCN)N)(F)F (4-[2-(2,2,2-trifluoroethyl)guanidino]-2-(2-aminoethyl)thiomethylpyrimidine), CO (methanol), COC1=C(C(C1=O)=O)OC (1,2-dimethoxycyclobutene-3,4-dione), CN (methylamine). Reaction conditions: time 18 hour. Run in C(C)O (ethanol). Reported procedure: A mixture of 4-[2-(2,2,2-trifluoroethyl)guanidino]-2-(2-aminoethyl)thiomethylpyrimidine (0.31 g.), methanol (5 ml.) and 1,2-dimethoxycyclobutene-3,4-dione (0.14 g.) was stirred at room temperature for 18 hours. A 33% w/v solution of methylamine in ethanol (5 ml.) was added and the mixture left at room temperature for 18 hours and then evaporated to dryness. The residue was purified by preparative thin layer chromatography using ethyl acetate/methanol/ammonia 6:1:0.5 v/v/v as developing solvent t... The product is FC(CN=C(NC1=NC(=NC=C1)CSCCNC1=C(C(C1=O)=O)NC)N)(F)F (1-(2-[4-(2-[2,2,2-trifluoroethyl]guanidino)pyrimid-2-yl-methylthio]ethylamino)-2-methylamino cyclobutene-3,4-dione). As a reaction SMILES: [F:1][C:2]([F:20])([F:19])[CH2:3][N:4]=[C:5]([NH2:18])[NH:6][C:7]1[CH:12]=[CH:11][N:10]=[C:9]([CH2:13][S:14][CH2:15][CH2:16][NH2:17])[N:8]=1.CO.C[O:24][C:25]1[C:28](=O)[C:27](=O)[C:26]=1[O:31]C.[CH3:33][NH2:34]>C(O)C>[F:20][C:2]([F:1])([F:19])[CH2:3][N:4]=[C:5]([NH2:18])[NH:6][C:7]1[CH:12]=[CH:11][N:10]=[C:9]([CH2:13][S:14][CH2:15][CH2:16][NH:17][C:28]2[C:25](=[O:24])[C:26](=[O:31])[C:27]=2[NH:34][CH3:33])[N:8]=1. Starting materials: O=C(CC(=O)OCC)C1=C(C(=C(C(=C1)F)F)F)F (ethyl 3-oxo-3-(2,3,4,5-tetrafluorophenyl)propionate), CC(=O)OC(=O)C (Ac2O), C(OCC)(OCC)OCC (triethyl orthoformate), NC1(CCC1)CC(C)O (1-[1-aminocyclobutyl]-2-propanol). The solvent is C1(=CC=CC=C1)C (toluene), C1(=CC=CC=C1)C (toluene). Run at time 2 hour. The product is OC(CC1(CCC1)NC=C(C(=O)OCC)C(C1=C(C(=C(C(=C1)F)F)F)F)=O)C (ethyl 3-[1-(2-hydroxypropyl)cyclobutylamino]-2-(2,3,4,5-tetrafluorobenzoyl)acrylate). The yield is 82.9%. Reaction SMILES: [O:1]=[C:2]([C:9]1[CH:14]=[C:13]([F:15])[C:12]([F:16])=[C:11]([F:17])[C:10]=1[F:18])[CH2:3][C:4]([O:6][CH2:7][CH3:8])=[O:5].[CH3:19]C(OC(C)=O)=O.C(OCC)(OCC)OCC.[NH2:36][C:37]1([CH2:41][CH:42]([OH:44])[CH3:43])[CH2:40][CH2:39][CH2:38]1>C1(C)C=CC=CC=1>[OH:44][CH:42]([CH3:43])[CH2:41][C:37]1([NH:36][CH:19]=[C:3]([C:2](=[O:1])[C:9]2[CH:14]=[C:13]([F:15])[C:12]([F:16])=[C:11]([F:17])[C:10]=2[F:18])[C:4]([O:6][CH2:7][CH3:8])=[O:5])[CH2:40][CH2:39][CH2:38]1. Reported procedure: A stirred solution of ethyl 3-oxo-3-(2,3,4,5-tetrafluorophenyl)propionate (2.45 g, 9.27 mmol), Ac2O (5.30 mL, 56.1 mmol) and triethyl orthoformate (3.10 mL, 18.6 mmol) was heated at 120° C. for 3 hours. The mixture was concentrated in vacuo and dried under high vacuum. To 1-[1-aminocyclobutyl]-2-propanol (1.20 g, 9.29 mmol) in anhydrous toluene (10 mL) was slowly added to a mixture of the residue in anhydrous toluene (30 mL) at 0° C. and stirred at room temperature for 2 hours. The solvent was r... Reactants: OCC1=C(C=CC(=C1)C=CC1=CC=C(C=C1)CCCCCC(C)(C)O)O (2-hydroxymethyl-4-{2-[4-(6-hydroxy-6-methylheptyl)phenyl]vinyl}phenol). The reagents and catalysts are [Pd] (palladium/carbon). Product: OCC1=C(C=CC(=C1)CCC1=CC=C(C=C1)CCCCCC(C)(C)O)O (2-Hydroxymethyl-4-{2-[4-(6-hydroxy-6-methylheptyl)phenyl]ethyl}phenol). As a reaction SMILES: [OH:1][CH2:2][C:3]1[CH:8]=[C:7]([CH:9]=[CH:10][C:11]2[CH:16]=[CH:15][C:14]([CH2:17][CH2:18][CH2:19][CH2:20][CH2:21][C:22]([OH:25])([CH3:24])[CH3:23])=[CH:13][CH:12]=2)[CH:6]=[CH:5][C:4]=1[OH:26]>[Pd]>[OH:1][CH2:2][C:3]1[CH:8]=[C:7]([CH2:9][CH2:10][C:11]2[CH:12]=[CH:13][C:14]([CH2:17][CH2:18][CH2:19][CH2:20][CH2:21][C:22]([OH:25])([CH3:23])[CH3:24])=[CH:15][CH:16]=2)[CH:6]=[CH:5][C:4]=1[OH:26]. Procedure: In a manner similar to Example 9(a), by reacting 150 mg (0.42 mmol) of 2-hydroxymethyl-4-{2-[4-(6-hydroxy-6-methylheptyl)phenyl]vinyl}phenol with 42 mg of 10% palladium/carbon, crystals (m=65 mg; Y=43%) are obtained. m.p.=110-1° C. Starting materials: C(#N)CC1(CN(C1)C=1C=CC(=NC1)C(=O)O)N1N=CC(=C1)C=1C2=C(N=CN1)N(C=C2)COCC[Si](C)(C)C (5-{3-(cyanomethyl)-3-[4-(7-{[2-(trimethylsilyl)ethoxy]methyl}-7H-pyrrolo[2,3-d]pyrimidin-4-yl)-1H-pyrazol-1-yl]azetidin-1-yl}pyridine-2-carboxylic acid), FC(C1(CC1)N)(F)F (1-(trifluoromethyl)cyclopropanamine). Yields the product C(#N)CC1(CN(C1)C=1C=CC(=NC1)C(=O)NC1(CC1)C(F)(F)F)N1N=CC(=C1)C=1C2=C(N=CN1)NC=C2 (5-{3-(Cyanomethyl)-3-[4-(7H-pyrrolo[2,3-d]pyrimidin-4-yl)-1H-pyrazol-1-yl]azetidin-1-yl}-N-[1-(trifluoromethyl)cyclopropyl]pyridine-2-carboxamide). RXN SMILES: [C:1]([CH2:3][C:4]1([N:17]2[CH:21]=[C:20]([C:22]3[C:23]4[CH:30]=[CH:29][N:28](COCC[Si](C)(C)C)[C:24]=4[N:25]=[CH:26][N:27]=3)[CH:19]=[N:18]2)[CH2:7][N:6]([C:8]2[CH:9]=[CH:10][C:11]([C:14](O)=[O:15])=[N:12][CH:13]=2)[CH2:5]1)#[N:2].[F:39][C:40]([F:46])([F:45])[C:41]1([NH2:44])[CH2:43][CH2:42]1>>[C:1]([CH2:3][C:4]1([N:17]2[CH:21]=[C:20]([C:22]3[C:23]4[CH:30]=[CH:29][NH:28][C:24]=4[N:25]=[CH:26][N:27]=3)[CH:19]=[N:18]2)[CH2:5][N:6]([C:8]2[CH:9]=[CH:10][C:11]([C:14]([NH:44][C:41]3([C:40]([F:46])([F:45])[F:39])[CH2:43][CH2:42]3)=[O:15])=[N:12][CH:13]=2)[CH2:7]1)#[N:2]. Reported procedure: This compound was prepared by using procedures analogous to those described for the synthesis of Example 12, Step 3 starting from 5-{3-(cyanomethyl)-3-[4-(7-{[2-(trimethylsilyl)ethoxy]methyl}-7H-pyrrolo[2,3-d]pyrimidin-4-yl)-1H-pyrazol-1-yl]azetidin-1-yl}pyridine-2-carboxylic acid (Example 12, Step 2) and 1-(trifluoromethyl)cyclopropanamine (Oakwood Products, Inc., Cat. #: 038175). LCMS (M+H)+: m/z=508.2. 1H NMR (400 MHz, DMSO-d6): δ 12.69 (br, 1H), 9.12 (s, 1H), 9.11 (d, J=2.9 Hz, 1H), 8.87 (s,... Reactants: CC(C)S(=O)(=O)N1CCN(C(=O)OC(C)(C)C)CC1, ClCCl, Cl. Product: CC(C)S(=O)(=O)N1CCNCC1, Cl. Reaction SMILES: [CH:1]([CH3:2])([CH3:3])[S:4](=[O:5])(=[O:6])[N:7]1[CH2:8][CH2:9][N:10]([C:13]([O:14][C:15]([CH3:16])([CH3:17])[CH3:18])=[O:19])[CH2:11][CH2:12]1.[Cl:21][CH2:22][Cl:23].[ClH:20]>>[CH:1]([CH3:2])([CH3:3])[S:4](=[O:5])(=[O:6])[N:7]1[CH2:8][CH2:9][NH:10][CH2:11][CH2:12]1.[ClH:20]. Reactants: C(C)(=O)OCC1=C(C2=C(NC(NC2=O)=O)N=C1)C (6-acetoxymethyl-5-methylpyrido[2,3-d]pyrimidine-2,4(1H,3H)-dione), [Se](=O)=O (selenium dioxide). Solvent: C(C)(=O)O (acetic acid). The product is C(C)(=O)OCC1=C(C2=C(NC(NC2=O)=O)N=C1)C=O (6-acetoxymethyl-5-formylpyrido[2,3-d]-pyrimidine-2,4(1H, 3H)-dione). Yield: 89.4%. Reaction SMILES: [C:1]([O:4][CH2:5][C:6]1[CH:17]=[N:16][C:9]2[NH:10][C:11](=[O:15])[NH:12][C:13](=[O:14])[C:8]=2[C:7]=1[CH3:18])(=[O:3])[CH3:2].[Se](=O)=[O:20]>C(O)(=O)C>[C:1]([O:4][CH2:5][C:6]1[CH:17]=[N:16][C:9]2[NH:10][C:11](=[O:15])[NH:12][C:13](=[O:14])[C:8]=2[C:7]=1[CH:18]=[O:20])(=[O:3])[CH3:2]. Procedure: A mixture of 6-acetoxymethyl-5-methylpyrido[2,3-d]pyrimidine-2,4(1H,3H)-dione (3.14 g, 12.5 mmol) and selenium dioxide (2.09 g, 18.9 mmol) in glacial acetic acid (100 mL) is heated at reflux for 20 hours, and then the mixture is filtered through a Celite pad while hot. The filtrate is concentrated in vacuo, and the residue is crystallized from methanol to give 6-acetoxymethyl-5-formylpyrido[2,3-d]-pyrimidine-2,4(1H, 3H)-dione (2.94 g, 86.6%), mp 263°-264° C. (decomposition). 1H NMR (Me2SO-d6) d ... Starting materials: C(C)(C)(C)OC(=O)N1CCC(CC1)CNC(=O)C1CC2=CN=C3C=CC=C(S1)N32 (N-[(1-tert-butoxycarbonyl-4-piperidyl)methyl]-3,4-dihydro-5-thia-1,8b-diazaacenaphthylene-4-carboxamide), Cl (hydrochloric acid). The solvent is CC(C)O (2-propanol). Reaction conditions: time 1 hour. Product: Cl.Cl.N1CCC(CC1)CNC(=O)C1CC2=CN=C3C=CC=C(S1)N32 (N-(4-piperidyl)methyl-3,4-dihydro-5-thia-1,8b-diazaacenaphthylene-4-carboxamide dihydro-chloride). The yield is 90.2%. RXN SMILES: C(OC([N:8]1[CH2:13][CH2:12][CH:11]([CH2:14][NH:15][C:16]([CH:18]2[S:28][C:27]3[N:29]4[C:20](=[CH:21][N:22]=[C:23]4[CH:24]=[CH:25][CH:26]=3)[CH2:19]2)=[O:17])[CH2:10][CH2:9]1)=O)(C)(C)C.[ClH:30]>CC(O)C>[ClH:30].[ClH:30].[NH:8]1[CH2:13][CH2:12][CH:11]([CH2:14][NH:15][C:16]([CH:18]2[S:28][C:27]3[N:29]4[C:20](=[CH:21][N:22]=[C:23]4[CH:24]=[CH:25][CH:26]=3)[CH2:19]2)=[O:17])[CH2:10][CH2:9]1 |f:3.4.5|. Procedure details: To a solution of 480 g (1.15 mM) of N-[(1-tert-butoxycarbonyl-4-piperidyl)methyl]-3,4-dihydro-5-thia-1,8b-diazaacenaphthylene-4-carboxamide in 20 ml of 2-propanol was added 0.47 ml (5.76 mM) of 12N-hydrochloric acid and the mixture was stirred at room temperature for 1 hours. This reaction mixture was concentrated under reduced pressure and the resulting crystals were collected by filtration and rinsed with a small amount of ether to provide 404 mg (90.2%) of the title compound as white crystals... Starting materials: C[Si](C)(C)N=C=O (Trimethylsilyl isocyanate), NC1=NC=2C=CC=CC2C2=C1N=C(N2CCCCNOC)CCC (N-[4-(4-amino-2-propyl-1H-imidazo[4,5-c]quinolin-1-yl)butyl]-O-methyl-hydroxylamine), N12CCCCCC2=NCCC1 (1,8-diazabicyclo[5.4.0]undec-7-ene). Solvent: ClCCl (dichloromethane), C([O-])(O)=O.[Na+] (sodium bicarbonate), ClCCl (dichloromethane). Run at temperature -16 celsius, time 1.5 hour. The product is NC1=NC=2C=CC=CC2C2=C1N=C(N2CCCCN(C(=O)N)OC)CCC (1-[4-(4-amino-2-propyl-1H-imidazo[4,5-c]quinolin-1-yl)butyl]-1-methoxyurea). Reaction SMILES: C[Si]([N:5]=[C:6]=[O:7])(C)C.[NH2:8][C:9]1[C:18]2[N:19]=[C:20]([CH2:29][CH2:30][CH3:31])[N:21]([CH2:22][CH2:23][CH2:24][CH2:25][NH:26][O:27][CH3:28])[C:17]=2[C:16]2[CH:15]=[CH:14][CH:13]=[CH:12][C:11]=2[N:10]=1.N12CCCN=C1CCCCC2>ClCCl.C(=O)(O)[O-].[Na+]>[NH2:8][C:9]1[C:18]2[N:19]=[C:20]([CH2:29][CH2:30][CH3:31])[N:21]([CH2:22][CH2:23][CH2:24][CH2:25][N:26]([O:27][CH3:28])[C:6]([NH2:5])=[O:7])[C:17]=2[C:16]2[CH:15]=[CH:14][CH:13]=[CH:12][C:11]=2[N:10]=1 |f:4.5|. Procedure details: Trimethylsilyl isocyanate (0.250 mL, 1.85 mmol) was added dropwise to a solution of N-[4-(4-amino-2-propyl-1H-imidazo[4,5-c]quinolin-1-yl)butyl]-O-methyl-hydroxylamine in dichloromethane (10 mL) cooled to −16° C. The reaction temperature was cooled to −20° C. over 10 minutes. After stirring for 1.5 hours, the reaction was warmed to 0° C. and stirred for an additional hour. A drop of 1,8-diazabicyclo[5.4.0]undec-7-ene (DBU) (0.250 mL, 1.85 mmol) was added to the reaction mixture and stirred for 3...